This data is from the Open Reaction Database (ORD), a public repository of structured organic reaction records. The task is: describe an organic reaction: reactants, conditions, products, and yield Reactants: C=C(C)CNc1cc(C(=O)O)cc(S(N)(=O)=O)c1Sc1ccc(NC(C)=O)cc1, [Na+], [OH-]. Product: C=C(C)CNc1cc(C(=O)O)cc(S(N)(=O)=O)c1Sc1ccc(N)cc1. Reaction SMILES: [C:1](=[O:2])([CH3:3])[NH:4][c:5]1[cH:6][cH:7][c:8]([S:11][c:12]2[c:13]([NH:25][CH2:26][C:27](=[CH2:28])[CH3:29])[cH:14][c:15]([C:16](=[O:17])[OH:18])[cH:19][c:20]2[S:21]([NH2:22])(=[O:23])=[O:24])[cH:9][cH:10]1.[Na+:31].[OH-:30]>>[NH2:4][c:5]1[cH:6][cH:7][c:8]([S:11][c:12]2[c:13]([NH:25][CH2:26][C:27](=[CH2:28])[CH3:29])[cH:14][c:15]([C:16](=[O:17])[OH:18])[cH:19][c:20]2[S:21]([NH2:22])(=[O:23])=[O:24])[cH:9][cH:10]1. Starting materials: NC1=CC=C(C(=N1)C(=O)OC)OC1=NC(=CC(=N1)OC)OC (methyl 6-amino-3-[(4,6-dimethoxypyrimidin-2-yl)oxy]picolinate), C(C=CC)Br (2-butenyl bromide), C([O-])([O-])=O.[K+].[K+] (potassium carbonate), CN(C)C=O (DMF). Solvent: O (water). Run at temperature 100 celsius, time 1 hour. The product is C(C=CC)NC1=CC=C(C(=N1)C(=O)OC)OC1=NC(=CC(=N1)OC)OC (methyl 6-(2-butenylamino)-3-[(4,6-dimethoxypyrimidin-2-yl)oxy]picolinate). Isolated yield 36.6%. As a reaction SMILES: [NH2:1][C:2]1[N:7]=[C:6]([C:8]([O:10][CH3:11])=[O:9])[C:5]([O:12][C:13]2[N:18]=[C:17]([O:19][CH3:20])[CH:16]=[C:15]([O:21][CH3:22])[N:14]=2)=[CH:4][CH:3]=1.[CH2:23](Br)[CH:24]=[CH:25][CH3:26].C(=O)([O-])[O-].[K+].[K+].CN(C=O)C>O>[CH2:23]([NH:1][C:2]1[N:7]=[C:6]([C:8]([O:10][CH3:11])=[O:9])[C:5]([O:12][C:13]2[N:18]=[C:17]([O:19][CH3:20])[CH:16]=[C:15]([O:21][CH3:22])[N:14]=2)=[CH:4][CH:3]=1)[CH:24]=[CH:25][CH3:26] |f:2.3.4|. Reported procedure: 3.0 g (9.8 mmol) of methyl 6-amino-3-[(4,6-dimethoxypyrimidin-2-yl)oxy]picolinate, 1.5 g (10.8 mmol) of 2-butenyl bromide and 1.6 g (11.8 mmol) of potassium carbonate were added to 10 ml of DMF, and the mixture was stirred at 100° C. for one hour. After completion of the reaction, the reaction mixture was poured into water, then extracted with ethyl acetate, dried and concentrated. Then, the obtained residue was purified by column chromatography and crystallized to obtain a solid, which was wash... The reactants are CC(=O)Nc1ccc(Br)cc1[N+](=O)[O-], CO, [K+], [OH-], O. Product: Nc1ccc(Br)cc1[N+](=O)[O-]. RXN SMILES: [Br:1][c:2]1[cH:3][c:4]([N+:12](=[O:13])[O-:14])[c:5]([NH:8][C:9](=[O:10])[CH3:11])[cH:6][cH:7]1.[CH3:18][OH:19].[K+:17].[OH-:16].[OH2:15]>>[Br:1][c:2]1[cH:3][c:4]([N+:12](=[O:13])[O-:14])[c:5]([NH2:8])[cH:6][cH:7]1.